Task: describe an organic reaction: reactants, conditions, products, and yield. Dataset: the Open Reaction Database (ORD), a public repository of structured organic reaction records The reactants are Br, CCOC(=O)C1(C(C)=O)CC1, NCc1ccccc1, CCO. The product is O=C1CN(Cc2ccccc2)C(=O)C12CC2. RXN SMILES: [Br:12].[C:1]([CH3:2])(=[O:3])[C:4]1([C:7]([O:9][CH2:8][CH3:10])=[O:11])[CH2:5][CH2:6]1.[CH2:13]([c:14]1[cH:15][cH:16][cH:17][cH:18][cH:19]1)[NH2:20].[CH3:21][CH2:22][OH:23]>>[C:1]1(=[O:3])[CH2:2][N:20]([CH2:13][c:14]2[cH:15][cH:16][cH:17][cH:18][cH:19]2)[C:7](=[O:9])[C:4]12[CH2:5][CH2:6]2. The reactants are Cn1c(C(F)(F)F)cnc(-c2ccc(F)cc2F)c1=O, O, O=[N+]([O-])O, O=S(=O)(O)O. Yields the product Cn1c(C(F)(F)F)cnc(-c2cc([N+](=O)[O-])c(F)cc2F)c1=O. As a reaction SMILES: [F:6][c:7]1[c:8](-[c:14]2[c:15](=[O:25])[n:16]([CH3:24])[c:17]([C:20]([F:21])([F:22])[F:23])[cH:18][n:19]2)[cH:9][cH:10][c:11]([F:13])[cH:12]1.[OH2:30].[OH:26][N+:27]([O-:28])=[O:29].[S:1](=[O:2])(=[O:3])([OH:4])[OH:5]>>[F:6][c:7]1[c:8](-[c:14]2[c:15](=[O:25])[n:16]([CH3:24])[c:17]([C:20]([F:21])([F:22])[F:23])[cH:18][n:19]2)[cH:9][c:10]([N+:27](=[O:26])[O-:28])[c:11]([F:13])[cH:12]1. Starting materials: C(C)(C)(C)OC(=O)N1CCN(CC1)C(=O)C1=C(N(C2=CC(=CC=C12)C#N)C1=CC=CC=C1)OC1=C(C=CC(=C1)F)C (4-[6-Cyano-2-(5-fluoro-2-methyl-phenoxy)-1-phenyl-1H-indole-3-carbonyl]-piperazine-1-carboxylic acid tert-butyl ester), C(=O)(C(F)(F)F)O (TFA). Run in C(Cl)Cl (DCM). Conditions: time 1 hour. Yields the product FC=1C=CC(=C(OC=2N(C3=CC(=CC=C3C2C(=O)N2CCNCC2)C#N)C2=CC=CC=C2)C1)C (2-(5-Fluoro-2-methyl-phenoxy)-1-phenyl-3-(piperazine-1-carbonyl)-1H-indole-6-carbonitrile). Isolated yield 67.2%. As a reaction SMILES: C(OC([N:8]1[CH2:13][CH2:12][N:11]([C:14]([C:16]2[C:24]3[C:19](=[CH:20][C:21]([C:25]#[N:26])=[CH:22][CH:23]=3)[N:18]([C:27]3[CH:32]=[CH:31][CH:30]=[CH:29][CH:28]=3)[C:17]=2[O:33][C:34]2[CH:39]=[C:38]([F:40])[CH:37]=[CH:36][C:35]=2[CH3:41])=[O:15])[CH2:10][CH2:9]1)=O)(C)(C)C.C(O)(C(F)(F)F)=O>C(Cl)Cl>[F:40][C:38]1[CH:37]=[CH:36][C:35]([CH3:41])=[C:34]([CH:39]=1)[O:33][C:17]1[N:18]([C:27]2[CH:28]=[CH:29][CH:30]=[CH:31][CH:32]=2)[C:19]2[C:24]([C:16]=1[C:14]([N:11]1[CH2:10][CH2:9][NH:8][CH2:13][CH2:12]1)=[O:15])=[CH:23][CH:22]=[C:21]([C:25]#[N:26])[CH:20]=2. Reported procedure: The compound of step 3 (20 mg, 36 μmol) was dissolved in DCM (6 ml), TFA (2 ml) was added, and the mixture was stirred at room temperature for 1 h. The solvents were evaporated. The residue was dissolved in a small quantity of MOH, mixed with hydrochloric acid (0.1 M) and lyophilized overnight. 11 mg of the title compound were obtained in the form of the 2-(5-fluoro-2-methyl-phenoxy)-1-phenyl-3-(piperazine-1-carbonyl)-1H-indole-6-carbonitrile hydrochloride.